From a dataset of the Open Reaction Database (ORD), a public repository of structured organic reaction records. describe an organic reaction: reactants, conditions, products, and yield Starting materials: O (Water), ClC1=CC=C(C=C1)C1(CCN(CC1)CCC=C1C2=C(OCC3=C1C=CC=C3)C=CC(=C2)OC)O (4-(4-chlorophenyl)-1-[3-(6,11-dihydro-2-methoxydibenz[b,e]oxepin-11-ylidene)propyl]piperidin-4-ol), [H-].[Na+] (sodium hydride), CI (methyl iodide). Run in C(C)(=O)OCC (ethyl acetate), CN(C)C=O (DMF). Run at time 1 hour. Product: ClC1=CC=C(C=C1)C1(CCN(CC1)CCC=C1C2=C(OCC3=C1C=CC=C3)C=CC=C2)OC (4-(4-Chlorophenyl)-1-[3-(6,11-dihydrodibenz[b,e]oxepin-11-ylidene)propyl]-4-methoxypiperidine). RXN SMILES: [Cl:1][C:2]1[CH:7]=[CH:6][C:5]([C:8]2([OH:34])[CH2:13][CH2:12][N:11]([CH2:14][CH2:15][CH:16]=[C:17]3[C:23]4[CH:24]=[CH:25][CH:26]=[CH:27][C:22]=4[CH2:21][O:20][C:19]4[CH:28]=[CH:29][C:30](OC)=[CH:31][C:18]3=4)[CH2:10][CH2:9]2)=[CH:4][CH:3]=1.[H-].[Na+].[CH3:37]I.O>CN(C=O)C.C(OCC)(=O)C>[Cl:1][C:2]1[CH:3]=[CH:4][C:5]([C:8]2([O:34][CH3:37])[CH2:9][CH2:10][N:11]([CH2:14][CH2:15][CH:16]=[C:17]3[C:23]4[CH:24]=[CH:25][CH:26]=[CH:27][C:22]=4[CH2:21][O:20][C:19]4[CH:28]=[CH:29][CH:30]=[CH:31][C:18]3=4)[CH2:12][CH2:13]2)=[CH:6][CH:7]=1 |f:1.2|. Procedure: To a solution of 4-(4-chlorophenyl)-1-[3-(6,11-dihydro-2-methoxydibenz[b,e]oxepin-11-ylidene)propyl]piperidin-4-ol (Example 2)(400 mg) in DMF (5 ml) were added sodium hydride (60% in oil, 50 mg), methyl iodide (0.07 ml) and the mixture was stirred at room temperature for 1 hour. Water and ethyl acetate were added to the reaction mixture, the organic layer was separated and washed with saturated aqueous sodium chloride, and dried with magnesium sulfate. The solvent was distilled off under reduced... Reactants: ClC(C1=C(C=C(C=C1)S(F)(F)(F)(F)F)[N+](=O)[O-])Cl (1-dichloromethyl-2-nitro-4-pentafluorosulfanylbenzene), C(=O)(O)[O-].[Na+] (NaHCO3). Reagents/catalysts: [Pd] (Pd/C). Run in COCCOC (DME). Reaction conditions: time 54 hour. Yields the product CC1=C(N)C=C(C=C1)S(F)(F)(F)(F)F (2-Methyl-5-pentafluorosulfanylaniline). The yield is 78.3%. RXN SMILES: Cl[CH:2](Cl)[C:3]1[CH:8]=[CH:7][C:6]([S:9]([F:14])([F:13])([F:12])([F:11])[F:10])=[CH:5][C:4]=1[N+:15]([O-])=O.C([O-])(O)=O.[Na+]>COCCOC.[Pd]>[CH3:2][C:3]1[CH:8]=[CH:7][C:6]([S:9]([F:11])([F:10])([F:13])([F:14])[F:12])=[CH:5][C:4]=1[NH2:15] |f:1.2|. Procedure: 2.0 g of 1-dichloromethyl-2-nitro-4-pentafluorosulfanylbenzene were dissolved in 25 ml of DME and, after addition of 200 mg of Pd/C (5%) and 100 ml of a saturated aqueous NaHCO3 solution, hydrogenated under 5 bar of H2 for 54 hours. The catalyst was then removed by filtration and the reaction solution was extracted 3 times with 50 ml of MTB each time. Drying over MgSO4 was followed by removal of the solvent in vacuo. 1.1 g of a colorless oil were obtained. Reactants: O=Cc1ccc(-c2cc3ncnc(Nc4ccc5[nH]ccc5c4)c3s2)cc1, NCc1ccco1. Product: c1coc(CNCc2ccc(-c3cc4ncnc(Nc5ccc6[nH]ccc6c5)c4s3)cc2)c1. Reaction SMILES: [nH:8]1[cH:9][cH:10][c:11]2[cH:12][c:13]([NH:17][c:18]3[c:19]4[c:20]([n:21][cH:22][n:23]3)[cH:24][c:25](-[c:27]3[cH:28][cH:29][c:30]([CH:31]=[O:32])[cH:33][cH:34]3)[s:26]4)[cH:14][cH:15][c:16]12.[o:1]1[c:2]([CH2:6][NH2:7])[cH:3][cH:4][cH:5]1>>[o:1]1[c:2]([CH2:6][NH:7][CH2:31][c:30]2[cH:29][cH:28][c:27](-[c:25]3[cH:24][c:20]4[c:19]([c:18]([NH:17][c:13]5[cH:12][c:11]6[cH:10][cH:9][nH:8][c:16]6[cH:15][cH:14]5)[n:23][cH:22][n:21]4)[s:26]3)[cH:34][cH:33]2)[cH:3][cH:4][cH:5]1.